Dataset: the Open Reaction Database (ORD), a public repository of structured organic reaction records. Task: describe an organic reaction: reactants, conditions, products, and yield Starting materials: NC1=C2C=CN=CC2=CC=C1 (5-Aminoisoquinoline), FC(C1=CC=C(C=C1)C=CC(=O)O)(F)F (3-[4-(trifluoromethyl)phenyl]acrylic acid). Run in CO (MeOH). Conditions: temperature 175 celsius. The product is C1=NC=CC2=C(C=CC=C12)NC(C=CC1=CC=C(C=C1)C(F)(F)F)=O (N-5-isoquinolinyl-3-[4-(trifluoromethyl)phenyl]acrylamide). As a reaction SMILES: [NH2:1][C:2]1[CH:11]=[CH:10][CH:9]=[C:8]2[C:3]=1[CH:4]=[CH:5][N:6]=[CH:7]2.[F:12][C:13]([F:26])([F:25])[C:14]1[CH:19]=[CH:18][C:17]([CH:20]=[CH:21][C:22](O)=[O:23])=[CH:16][CH:15]=1>CO>[CH:7]1[C:8]2[C:3](=[C:2]([NH:1][C:22](=[O:23])[CH:21]=[CH:20][C:17]3[CH:16]=[CH:15][C:14]([C:13]([F:25])([F:26])[F:12])=[CH:19][CH:18]=3)[CH:11]=[CH:10][CH:9]=2)[CH:4]=[CH:5][N:6]=1. Reported procedure: 5-Aminoisoquinoline (0.50 g, 3.47 mmol) and 3-[4-(trifluoromethyl)phenyl]acrylic acid (3.47 mmol) were combined in a sealed tube and heated at 175° C. for 16 hours with stirring. The mixture was cooled to room temperature, diluted with MeOH, transferred to a flask, and concentrated under reduced pressure. The residue was triturated with ethyl acetate and filtered to provide the title compound. MS (ESI+) m/z 343 (M+H)+; MS (ESI−) m/z 341 (M−H)−; 1H NMR (DMSO, 300 MHz) rotamers δ 6.68 (d, J 15.9, ... The reactants are C1CCOC1, Cn1c(Nc2cc(C#N)c(F)cc2Cl)nc2cc(Cl)c(N3CCC(C(F)(F)F)CC3)cc21. Product: Cn1c(Nc2cc(CN)c(F)cc2Cl)nc2cc(Cl)c(N3CCC(C(F)(F)F)CC3)cc21. RXN SMILES: [CH2:33]1[O:34][CH2:35][CH2:36][CH2:37]1.[Cl:1][c:2]1[cH:3][c:4]([F:32])[c:5]([C:6]#[N:7])[cH:8][c:9]1[NH:10][c:11]1[n:12][c:13]2[c:14]([n:15]1[CH3:16])[cH:17][c:18]([N:22]1[CH2:23][CH2:24][CH:25]([C:28]([F:29])([F:30])[F:31])[CH2:26][CH2:27]1)[c:19]([Cl:21])[cH:20]2>>[Cl:1][c:2]1[cH:3][c:4]([F:32])[c:5]([CH2:6][NH2:7])[cH:8][c:9]1[NH:10][c:11]1[n:12][c:13]2[c:14]([n:15]1[CH3:16])[cH:17][c:18]([N:22]1[CH2:23][CH2:24][CH:25]([C:28]([F:29])([F:30])[F:31])[CH2:26][CH2:27]1)[c:19]([Cl:21])[cH:20]2. The reactants are C(=O)([O-])[O-].[K+].[K+] (K2CO3), [O-]S(=O)S(=O)[O-].[Na+].[Na+] (Na2S2O4), OC1=C(C(=O)OC)C=CC=C1 (methyl 2-hydroxybenzoate), BrC=1C=CC(=C(C1)[N+](=O)[O-])F (5-bromo-2-fluoronitrobenzene), C(=O)([O-])[O-].[Cs+].[Cs+] (Cs2CO3), [H-].[Na+] (NaH). The solvent is CCOC(=O)C (EtOAc), O (H2O), CCO (EtOH), CCOC(=O)C (EtOAc), CN(C)C=O (DMF), C1(=CC=CC=C1)C (toluene). Run at temperature 40 celsius, time 2 hour. Yields the product BrC1=CC2=C(OC3=C(C(N2)=O)C=CC=C3)C=C1 (8-Bromo-10H-dibenzo[b,f][1,4]oxazepin-11-one). Isolated yield 9.0%. RXN SMILES: [OH:1][C:2]1[CH:11]=[CH:10][CH:9]=[CH:8][C:3]=1[C:4]([O:6]C)=O.[Br:12][C:13]1[CH:14]=[CH:15][C:16](F)=[C:17]([N+:19]([O-])=O)[CH:18]=1.C([O-])([O-])=O.[Cs+].[Cs+].C([O-])([O-])=O.[K+].[K+].[O-]S(S([O-])=O)=O.[Na+].[Na+].[H-].[Na+]>CN(C=O)C.CCOC(C)=O.C1(C)C=CC=CC=1.O.CCO>[Br:12][C:13]1[CH:14]=[CH:15][C:16]2[O:1][C:2]3[CH:11]=[CH:10][CH:9]=[CH:8][C:3]=3[C:4](=[O:6])[NH:19][C:17]=2[CH:18]=1 |f:2.3.4,5.6.7,8.9.10,11.12|. Procedure: A mixture of a methyl 2-hydroxybenzoate (1.0 mL, 10.0 mmol), 5-bromo-2-fluoronitrobenzene (0.62 mL, 5.0 mmol) and Cs2CO3 (3.3 g, 10.0 mol) in DMF (12 mL) was stirred at 40° C. for 2 h. The mixture was diluted with EtOAc and washed with 2 M aqueous NaOH-solution. To the EtOAc-phase was added EtOH, H2O, K2CO3 (2.8 g, 20 mmol) and Na2S2O4 (3.5 g, 20 mmol) and the resulting mixture was stirred vigorously for 1 h. The aqueous phase was removed and the organic phase was washed with 1 M aqueous NaOH-so... RXN SMILES: [CH2:1]([c:2]1[cH:3][cH:4][cH:5][cH:6][cH:7]1)[O:8][C:9](=[O:10])[N:11]1[CH2:12][CH2:13][CH:14]([O:17][CH2:18][C:19](=[O:20])[N:21]2[CH2:22][CH:23]([C:27](=[O:28])[O:29][CH2:30][CH3:31])[CH2:24][CH2:25][CH2:26]2)[CH2:15][CH2:16]1.[CH3:46][CH2:47][OH:48].[K+:44].[Na+:33].[O:34]1[CH2:35][CH2:36][CH2:37][CH2:38]1.[OH-:32].[OH2:45].[S:39](=[O:40])(=[O:41])([OH:42])[O-:43]>>[CH2:1]([c:2]1[cH:3][cH:4][cH:5][cH:6][cH:7]1)[O:8][C:9](=[O:10])[N:11]1[CH2:12][CH2:13][CH:14]([O:17][CH2:18][C:19](=[O:20])[N:21]2[CH2:22][CH:23]([C:27](=[O:28])[OH:29])[CH2:24][CH2:25][CH2:26]2)[CH2:15][CH2:16]1. The product is O=C(O)C1CCCN(C(=O)COC2CCN(C(=O)OCc3ccccc3)CC2)C1. Starting materials: CCOC(=O)C1CCCN(C(=O)COC2CCN(C(=O)OCc3ccccc3)CC2)C1, CCO, [K+], [Na+], C1CCOC1, [OH-], O, O=S(=O)([O-])O. Reactants: FC1=CC=CC=2C=C(OC21)CO ((7-fluorobenzofuran-2-yl)methanol), BrC(Br)(Br)Br (tetrabromomethane), C1(=CC=CC=C1)P(C1=CC=CC=C1)C1=CC=CC=C1 (triphenylphosphine). Run in ClCCl (dichloromethane). Run at temperature 0 celsius, time 2 hour. The product is BrCC=1OC2=C(C1)C=CC=C2F (2-(bromomethyl)-7-fluorobenzofuran). Yield: 97.2%. RXN SMILES: [F:1][C:2]1[C:10]2[O:9][C:8]([CH2:11]O)=[CH:7][C:6]=2[CH:5]=[CH:4][CH:3]=1.[Br:13]C(Br)(Br)Br.C1(P(C2C=CC=CC=2)C2C=CC=CC=2)C=CC=CC=1>ClCCl>[Br:13][CH2:11][C:8]1[O:9][C:10]2[C:2]([F:1])=[CH:3][CH:4]=[CH:5][C:6]=2[CH:7]=1. Reported procedure: A mixture of (7-fluorobenzofuran-2-yl)methanol (1.38 g, 8.31 mmol), tetrabromomethane (4.41 g, 13.3 mmol) and triphenylphosphine (2.61 g, 9.97 mmol) in dichloromethane (42 mL) was stirred at 0° C. for 2 h and concentrated in vacuo to dryness. The residue was purified by column chromatography (hexanes/ethyl acetate, 49/1) to afford 2-(bromomethyl)-7-fluorobenzofuran (1.85 g, 97%) as a colorless solid: 1H NMR (300 MHz, CDCl3) δ7.34-7.29 (m, 1H), 7.20-7.12 (m, 1H), 7.10-7.02 (m, 1H), 6.82-6.77 (m, ... Reactants: C1CCOC1, Cc1cccc(B(O)O)c1C, CN1C(=O)CCC2(C)c3ccc(Br)cc3CCC12, ClC(Cl)Cl, [Na+], [Na+], O=C([O-])[O-]. The product is Cc1cccc(-c2ccc3c(c2)CCC2N(C)C(=O)CCC32C)c1C. RXN SMILES: [CH2:36]1[O:37][CH2:38][CH2:39][CH2:40]1.[CH3:19][c:20]1[c:21]([B:27]([OH:28])[OH:29])[cH:22][cH:23][cH:24][c:25]1[CH3:26].[CH3:1][N:2]1[C:3](=[O:18])[CH2:4][CH2:5][C:6]2([CH3:17])[c:7]3[c:8]([cH:12][c:13]([Br:16])[cH:14][cH:15]3)[CH2:9][CH2:10][CH:11]12.[CH:41]([Cl:42])([Cl:43])[Cl:44].[Na+:30].[Na+:31].[O-:32][C:33](=[O:34])[O-:35]>>[CH3:1][N:2]1[C:3](=[O:18])[CH2:4][CH2:5][C:6]2([CH3:17])[c:7]3[c:8]([cH:12][c:13](-[c:21]4[c:20]([CH3:19])[c:25]([CH3:26])[cH:24][cH:23][cH:22]4)[cH:14][cH:15]3)[CH2:9][CH2:10][CH:11]12. Reaction SMILES: [C:29](=[O:30])([O-:31])[O-:32].[CH3:26][NH:27][OH:28].[CH3:36][CH2:37][OH:38].[ClH:25].[K+:33].[K+:34].[N+:1](=[O:2])([O-:3])[c:4]1[cH:5][cH:6][c:7]2[c:8]([cH:24]1)[C:9]([n:17]1[c:18](=[O:23])[cH:19][cH:20][cH:21][cH:22]1)=[C:10]([CH2:15][Br:16])[C:11]([CH3:13])([CH3:14])[O:12]2.[OH2:35]>>[N+:1](=[O:2])([O-:3])[c:4]1[cH:5][cH:6][c:7]2[c:8]([cH:24]1)[C:9]([n:17]1[c:18](=[O:23])[cH:19][cH:20][cH:21][cH:22]1)=[C:10]([CH2:15][N:27]([CH3:26])[OH:28])[C:11]([CH3:13])([CH3:14])[O:12]2. The product is CN(O)CC1=C(n2ccccc2=O)c2cc([N+](=O)[O-])ccc2OC1(C)C. Starting materials: O=C([O-])[O-], CNO, CCO, Cl, [K+], [K+], CC1(C)Oc2ccc([N+](=O)[O-])cc2C(n2ccccc2=O)=C1CBr, O. Reactants: COC(=O)c1ccc(CNC(=O)c2cccc(-c3nnn(Cc4ccc(OC)cc4)n3)c2)cc1, [Li+], C1CCOC1, [OH-], O. Yields the product COc1ccc(Cn2nnc(-c3cccc(C(=O)NCc4ccc(C(=O)O)cc4)c3)n2)cc1. Reaction SMILES: [CH3:1][O:2][C:3]([c:4]1[cH:5][cH:6][c:7]([CH2:10][NH:11][C:12]([c:13]2[cH:14][c:15](-[c:19]3[n:20][n:21][n:22]([CH2:24][c:25]4[cH:26][cH:27][c:28]([O:31][CH3:32])[cH:29][cH:30]4)[n:23]3)[cH:16][cH:17][cH:18]2)=[O:33])[cH:8][cH:9]1)=[O:34].[Li+:37].[O:38]1[CH2:39][CH2:40][CH2:41][CH2:42]1.[OH-:36].[OH2:35]>>[O:2]=[C:3]([c:4]1[cH:5][cH:6][c:7]([CH2:10][NH:11][C:12]([c:13]2[cH:14][c:15](-[c:19]3[n:20][n:21][n:22]([CH2:24][c:25]4[cH:26][cH:27][c:28]([O:31][CH3:32])[cH:29][cH:30]4)[n:23]3)[cH:16][cH:17][cH:18]2)=[O:33])[cH:8][cH:9]1)[OH:34]. The reactants are NC1=C(C=C(C(=O)N2CC=3N(CC4=C2C=CC=C4)C(=CC3)C(=O)OCC)C=C1)C (ethyl 10,11-dihydro-10-(4-amino-3-methylbenzoyl)-5H-pyrrolo[2,1-c][1,4]benzodiazepine-3-carboxylate), C(C)(C)N(C(C)C)CC (N,N-diisopropylethylamine), ClC1=C(C(=O)Cl)C=CC(=C1)Cl (2,4-dichlorobenzoyl chloride). Run in C(Cl)Cl (methylene chloride). Run at time 18 hour. The product is ClC1=C(C(=O)NC2=C(C=C(C(=O)N3CC=4N(CC5=C3C=CC=C5)C(=CC4)C(=O)OCC)C=C2)C)C=CC(=C1)Cl (Ethyl 10-[4-[(2,4-dichlorobenzoyl)amino]-3-methylbenzoyl]-10,11-dihydro-5H-pyrrolo[2,1-c][1,4]-benzodiazepine-3-carboxylate). Isolated yield 55.4%. Reaction SMILES: [NH2:1][C:2]1[CH:28]=[CH:27][C:5]([C:6]([N:8]2[C:14]3[CH:15]=[CH:16][CH:17]=[CH:18][C:13]=3[CH2:12][N:11]3[C:19]([C:22]([O:24][CH2:25][CH3:26])=[O:23])=[CH:20][CH:21]=[C:10]3[CH2:9]2)=[O:7])=[CH:4][C:3]=1[CH3:29].C(N(CC)C(C)C)(C)C.[Cl:39][C:40]1[CH:48]=[C:47]([Cl:49])[CH:46]=[CH:45][C:41]=1[C:42](Cl)=[O:43]>C(Cl)Cl>[Cl:39][C:40]1[CH:48]=[C:47]([Cl:49])[CH:46]=[CH:45][C:41]=1[C:42]([NH:1][C:2]1[CH:28]=[CH:27][C:5]([C:6]([N:8]2[C:14]3[CH:15]=[CH:16][CH:17]=[CH:18][C:13]=3[CH2:12][N:11]3[C:19]([C:22]([O:24][CH2:25][CH3:26])=[O:23])=[CH:20][CH:21]=[C:10]3[CH2:9]2)=[O:7])=[CH:4][C:3]=1[CH3:29])=[O:43]. Reported procedure: To a solution of 0.30 g of ethyl 10,11-dihydro-10-(4-amino-3-methylbenzoyl)-5H-pyrrolo[2,1-c][1,4]benzodiazepine-3-carboxylate in 20 ml of methylene chloride is added 0.15 g of N,N-diisopropylethylamine and 0.24 g of 2,4-dichlorobenzoyl chloride. The reaction mixture is stirred at room temperature for 18 hours and washed with water, saturated NaHCO3 and dried with Na2SO4. The organic layer is passed through a pad of hydrous magnesium silicate. Hexane is added to the filtrate at the boil to give ...